From a dataset of the Open Reaction Database (ORD), a public repository of structured organic reaction records. describe an organic reaction: reactants, conditions, products, and yield Reactants: [Li+].C[Si](C)(C)[N-][Si](C)(C)C (LiHMDS), CC1=C(C2=C(N=C(C=C2N)C)S1)C1=CC(=CC=C1)OC (2,6-dimethyl-3-[3-(methyloxy)phenyl]thieno[2,3-b]pyridin-4-amine), C1(=CC=CC=C1)S(=O)(=O)Cl (benzenesulfonyl chloride). The solvent is O (water), C1CCOC1 (THF). Conditions: time 12 hour. Product: CC1=C(C=2C(=NC(=CC2NS(=O)(=O)C2=CC=CC=C2)C)S1)C1=CC(=CC=C1)OC (N-{2,6-Dimethyl-3-[3-(methyloxy)phenyl]thieno[2,3-b]pyridin-4-yl}benzenesulfonamide). Isolated yield 58.9%. As a reaction SMILES: [CH3:1][C:2]1[S:12][C:5]2[N:6]=[C:7]([CH3:11])[CH:8]=[C:9]([NH2:10])[C:4]=2[C:3]=1[C:13]1[CH:18]=[CH:17][CH:16]=[C:15]([O:19][CH3:20])[CH:14]=1.[Li+].C[Si]([N-][Si](C)(C)C)(C)C.[C:31]1([S:37](Cl)(=[O:39])=[O:38])[CH:36]=[CH:35][CH:34]=[CH:33][CH:32]=1>C1COCC1.O>[CH3:1][C:2]1[S:12][C:5]2=[N:6][C:7]([CH3:11])=[CH:8][C:9]([NH:10][S:37]([C:31]3[CH:36]=[CH:35][CH:34]=[CH:33][CH:32]=3)(=[O:39])=[O:38])=[C:4]2[C:3]=1[C:13]1[CH:18]=[CH:17][CH:16]=[C:15]([O:19][CH3:20])[CH:14]=1 |f:1.2|. Procedure details: To a stirred solution of 2,6-dimethyl-3-[3-(methyloxy)phenyl]thieno[2,3-b]pyridin-4-amine (100 mg, 0.352 mmol) (Description 4) in THF (2 mL), cooled in an ice bath, was added LiHMDS (1M solution in THF) (0.774 mL, 0.774 mmol). The reaction mixture was stirred at RT for 45 min before the addition of benzenesulfonyl chloride (0.155 g, 0.879 mmol). The reaction mixture was then stirred at RT for a further 12 h. The reaction mixture was then diluted with water (15 mL) and the aqueous layer extracted... Reactants: [Br-], COc1ccc2oc(C(C)=O)cc2c1, CO. The product is COc1ccc2oc(C(=O)CBr)cc2c1. RXN SMILES: [Br-:15].[C:1]([CH3:2])(=[O:3])[c:4]1[o:5][c:6]2[c:7]([cH:8]1)[cH:9][c:10]([O:13][CH3:14])[cH:11][cH:12]2.[CH3:16][OH:17]>>[C:1]([CH2:2][Br:15])(=[O:3])[c:4]1[o:5][c:6]2[c:7]([cH:8]1)[cH:9][c:10]([O:13][CH3:14])[cH:11][cH:12]2. Starting materials: O=C([O-])[O-], N#Cc1cccc(O)c1, CN(C)C=O, N#CCCl, [K+], [K+], O. Product: N#CCOc1cccc(C#N)c1. As a reaction SMILES: [C:10](=[O:11])([O-:12])[O-:13].[C:1](#[N:2])[c:3]1[cH:4][c:5]([OH:9])[cH:6][cH:7][cH:8]1.[CH3:16][N:17]([CH3:18])[CH:19]=[O:20].[Cl:21][CH2:22][C:23]#[N:24].[K+:14].[K+:15].[OH2:25]>>[C:1](#[N:2])[c:3]1[cH:4][c:5]([O:9][CH2:22][C:23]#[N:24])[cH:6][cH:7][cH:8]1.